Dataset: the Open Reaction Database (ORD), a public repository of structured organic reaction records. Task: describe an organic reaction: reactants, conditions, products, and yield Starting materials: C1CCOC1, COC=CC1CCCOC1, Cl, O. The product is O=CCC1CCCOC1. Reaction SMILES: [CH2:12]1[O:13][CH2:14][CH2:15][CH2:16]1.[CH3:1][O:2][CH:3]=[CH:4][CH:5]1[CH2:6][O:7][CH2:8][CH2:9][CH2:10]1.[ClH:11].[OH2:17]>>[O:2]=[CH:3][CH2:4][CH:5]1[CH2:6][O:7][CH2:8][CH2:9][CH2:10]1. The reactants are N1=C(C=CC=C1)N1CCN(CC1)CC1=NC2=C(N1)C=CC=C2 (2-[(4-pyridin-2-ylpiperazin-1-yl)methyl]-1H-benzimidazole), O (Water), OP(=O)(O)O (H3PO4). The solvent is CO (methanol). Run at temperature 50 celsius. The product is O.O.P(=O)(O)(O)O.P(=O)(O)(O)O.N1=C(C=CC=C1)N1CCN(CC1)CC1=NC2=C(N1)C=CC=C2 (2-[(4-pyridin-2-ylpiperazin-1-yl)methyl]-1H-benzimidazole bis(phosphate) bis(hydrate)), P(=O)(O)(O)O.P(=O)(O)(O)O.O (hydrate bis-phosphate). Reaction SMILES: [OH2:1].[OH:2][P:3]([OH:6])([OH:5])=[O:4].[N:7]1[CH:12]=[CH:11][CH:10]=[CH:9][C:8]=1[N:13]1[CH2:18][CH2:17][N:16]([CH2:19][C:20]2[NH:24][C:23]3[CH:25]=[CH:26][CH:27]=[CH:28][C:22]=3[N:21]=2)[CH2:15][CH2:14]1>CO>[OH2:2].[OH2:1].[P:3]([OH:6])([OH:5])([OH:4])=[O:2].[P:3]([OH:6])([OH:5])([OH:4])=[O:2].[N:7]1[CH:12]=[CH:11][CH:10]=[CH:9][C:8]=1[N:13]1[CH2:14][CH2:15][N:16]([CH2:19][C:20]2[NH:21][C:22]3[CH:28]=[CH:27][CH:26]=[CH:25][C:23]=3[N:24]=2)[CH2:17][CH2:18]1.[P:3]([OH:6])([OH:5])([OH:4])=[O:2].[P:3]([OH:6])([OH:5])([OH:4])=[O:2].[OH2:2] |f:4.5.6.7.8,9.10.11|. Reported procedure: Water (50 mL) and H3PO4 (85 wt % aq, 4.58 mL, 66.8 mmol) were combined, heated to 50° C., and treated with 2-[(4-pyridin-2-ylpiperazin-1-yl)methyl]-1H-benzimidazole (9.80 g, 33.4 mmol). The reaction mixtue was allowed to cool to ambient temperature and was treated with methanol (100 mL). The solids were filtered, washed with methanol (50 mL), and dried under reduced pressure. The initial water content of the salt as determined by KF analysis is 3.57 wt %, but after several days exposed to air th... The reactants are CC(=O)NCC1CN(c2cc(F)c(N3CCN(C(=O)CO)CC3)c(F)c2)C(=O)O1, CO, [Mg]. Yields the product CC(=O)[NH+]([O-])CC1CN(c2cc(F)c(N3CCN(C(=O)CO)CC3)c(F)c2)C(=O)O1. As a reaction SMILES: [C:1]([CH3:2])(=[O:3])[NH:4][CH2:5][CH:6]1[CH2:7][N:8]([c:12]2[cH:13][c:14]([F:29])[c:15]([N:19]3[CH2:20][CH2:21][N:22]([C:25]([CH2:26][OH:27])=[O:28])[CH2:23][CH2:24]3)[c:16]([F:18])[cH:17]2)[C:9](=[O:11])[O:10]1.[CH3:31][OH:32].[Mg:30]>>[C:1]([CH3:2])(=[O:3])[NH+:4]([CH2:5][CH:6]1[CH2:7][N:8]([c:12]2[cH:13][c:14]([F:29])[c:15]([N:19]3[CH2:20][CH2:21][N:22]([C:25]([CH2:26][OH:27])=[O:28])[CH2:23][CH2:24]3)[c:16]([F:18])[cH:17]2)[C:9](=[O:11])[O:10]1)[O-:32].